This data is from the Open Reaction Database (ORD), a public repository of structured organic reaction records. The task is: describe an organic reaction: reactants, conditions, products, and yield The reactants are NCC1CCN(CC1)C1=C(C=CC(=C1)OC)S(=O)(=O)N ((4-aminomethyl-1-piperidinyl)-4-methoxybenzene-sulfonamide), C(C)(C)(C)[Si](C1=CC=CC=C1)(C1=CC=CC=C1)OC1=CC=C(C=C1)OC[C@H]1OC1 (t-butyl-[4-(2S)-oxiranylmethoxy-phenoxy]-diphenylsilane), silyl, CCCC[N+](CCCC)(CCCC)CCCC.[F-] (TBAF), C1(=CC=CC=C1)O (phenol). The solvent is CO (methanol), C1CCOC1 (THF). Run at time 15 minute. The product is O[C@H](COC1=CC=C(C=C1)O)CNCC1CCN(CC1)S(=O)(=O)C1=CC=C(C=C1)OC (4-((2S)-2-Hydroxy-3-{[1-(4-methoxy-benzenesulfonyl)-piperidin-4-ylmethyl]-amino}-propoxy)-phenol). RXN SMILES: C([Si]([O:18][C:19]1[CH:24]=[CH:23][C:22]([O:25][CH2:26][C@@H:27]2[CH2:29][O:28]2)=[CH:21][CH:20]=1)(C1C=CC=CC=1)C1C=CC=CC=1)(C)(C)C.NCC1CCN([C:38]2[CH:43]=[C:42]([O:44][CH3:45])[CH:41]=[CH:40][C:39]=2[S:46]([NH2:49])(=[O:48])=[O:47])CC1.[C:50]1(O)[CH:55]=[CH:54][CH:53]=[CH:52]C=1.CCC[CH2:60][N+:61](CCCC)(CCCC)CCCC.[F-]>CO.C1COCC1>[OH:28][C@@H:27]([CH2:29][NH:61][CH2:60][CH:54]1[CH2:53][CH2:52][N:49]([S:46]([C:39]2[CH:38]=[CH:43][C:42]([O:44][CH3:45])=[CH:41][CH:40]=2)(=[O:47])=[O:48])[CH2:50][CH2:55]1)[CH2:26][O:25][C:22]1[CH:21]=[CH:20][C:19]([OH:18])=[CH:24][CH:23]=1 |f:3.4|. Reported procedure: A mixture of t-butyl-[4-(2S)-oxiranylmethoxy-phenoxy]-diphenylsilane (0.078 g, 0.19 mmol) and an excess of and (4-aminomethyl-1-piperidinyl)-4-methoxybenzene-sulfonamide (0.109 g, 0.38 mmol) was heated as a solution in methanol at 60° C. for 24 hours. The reaction mixture was preabsorbed on silica gel and purified by flash chromatography (CH2Cl2—CH3OH, 19:1) to give the intermediate silyl-protected product. Deprotection to the phenol was accomplished by treatment of the silyl intermediate with 1... The reactants are COc1ccc(N)cc1, CCO, CCOC(=O)c1cnc2nc(C)c(OCC)cc2c1Cl. Yields the product Cl, CCOC(=O)c1cnc2nc(C)c(OCC)cc2c1Nc1ccc(OC)cc1. Reaction SMILES: [CH3:21][O:22][c:23]1[cH:24][cH:25][c:26]([NH2:27])[cH:28][cH:29]1.[CH3:30][CH2:31][OH:32].[Cl:1][c:2]1[c:3]([C:16](=[O:17])[O:18][CH2:19][CH3:20])[cH:4][n:5][c:6]2[n:7][c:8]([CH3:15])[c:9]([O:12][CH2:13][CH3:14])[cH:10][c:11]12>>[ClH:1].[c:2]1([NH:27][c:26]2[cH:25][cH:24][c:23]([O:22][CH3:21])[cH:29][cH:28]2)[c:3]([C:16](=[O:17])[O:18][CH2:19][CH3:20])[cH:4][n:5][c:6]2[n:7][c:8]([CH3:15])[c:9]([O:12][CH2:13][CH3:14])[cH:10][c:11]12.